This data is from the Open Reaction Database (ORD), a public repository of structured organic reaction records. The task is: describe an organic reaction: reactants, conditions, products, and yield Starting materials: COC=1C=C(C=C(C1OC)OC)CC(=O)O (3,4,5-trimethoxy-phenyl-acetic acid), C(C(=O)Cl)(=O)Cl (oxalyl chloride). The reagents and catalysts are CN(C=O)C (dimethylformamide). Run in ClCCl (dichloromethane). Reaction conditions: temperature -5 celsius, time 1 hour. Product: COC=1C=C(C=C(C1OC)OC)CC(=O)Cl (3,4,5-Trimethoxy-phenyl-acetyl chloride). As a reaction SMILES: [CH3:1][O:2][C:3]1[CH:4]=[C:5]([CH2:13][C:14]([OH:16])=O)[CH:6]=[C:7]([O:11][CH3:12])[C:8]=1[O:9][CH3:10].C(Cl)(=O)C([Cl:20])=O>CN(C)C=O.ClCCl>[CH3:1][O:2][C:3]1[CH:4]=[C:5]([CH2:13][C:14]([Cl:20])=[O:16])[CH:6]=[C:7]([O:11][CH3:12])[C:8]=1[O:9][CH3:10]. Procedure details: Combine 3,4,5-trimethoxy-phenyl-acetic acid (2.26 g, 10 mmol) and dichloromethane (50 mL). Cool to -5° C. using a ice-salt bath. Add 2 drops of dimethylformamide followed by dropwise addition of oxalyl chloride (1.74 mL, 20 mmol). after 1 hour, warm the reaction mixture to ambient temperature. After 2 hours, evaporate the reaction mixture in vacuo to give the title compound as a liquid. Reactants: NC1=C(C=C(C=C1)OC1=CC=CC=C1)C(=O)C1=CC=C(C=C1)Cl ((2-Amino-5-phenoxy-phenyl)-(4-chloro-phenyl)-methanone), C(C)(=O)CC(C)=O (acetylacetone). The solvent is C(C)(C)O (isopropanol). Conditions: time 16.5 hour. Yields the product ClC1=CC=C(C=C1)C1=C(C(=NC2=CC=C(C=C12)OC1=CC=CC=C1)C)C(C)=O (1-[4-(4-Chloro-phenyl)-2-methyl-6-phenoxy-quinolin-3-yl]-ethanone). The yield is 42.0%. As a reaction SMILES: [NH2:1][C:2]1[CH:7]=[CH:6][C:5]([O:8][C:9]2[CH:14]=[CH:13][CH:12]=[CH:11][CH:10]=2)=[CH:4][C:3]=1[C:15]([C:17]1[CH:22]=[CH:21][C:20]([Cl:23])=[CH:19][CH:18]=1)=O.[C:24]([CH2:27][C:28](=O)[CH3:29])(=[O:26])[CH3:25]>C(O)(C)C>[Cl:23][C:20]1[CH:21]=[CH:22][C:17]([C:15]2[C:3]3[C:2](=[CH:7][CH:6]=[C:5]([O:8][C:9]4[CH:14]=[CH:13][CH:12]=[CH:11][CH:10]=4)[CH:4]=3)[N:1]=[C:28]([CH3:29])[C:27]=2[C:24](=[O:26])[CH3:25])=[CH:18][CH:19]=1. Procedure: The title compound was prepared from (2-Amino-5-phenoxy-phenyl)-(4-chloro-phenyl)-methanone [example A5] and acetylacetone according to the method of example 1, except that the solvent was isopropanol, the reaction time was of 16.5 h and the residue was purified by spontaneous crystallization from the reaction mixture. Yield: 42%; MS: m/z=387 (M). The reactants are Br, CCN1CCOCC1, CCN=C=NCCCN(C)C, CN(C)C=O, CCOC(C)=O, CC(C)CNNC(=O)C(CC(C)C)C(CCCC1CCCCC1)C(=O)NOC1CCCCO1, Cl, O=C(O)CC(=O)n1ccnc1. Yields the product CC(C)CC(C(=O)NN(CC(C)C)C(=O)CC(=O)n1ccnc1)C(CCCC1CCCCC1)C(=O)NOC1CCCCO1. As a reaction SMILES: [BrH:1].[CH2:46]([N:47]1[CH2:48][CH2:49][O:50][CH2:51][CH2:52]1)[CH3:53].[CH2:55]([N:56]=[C:57]=[N:58][CH2:59][CH2:60][CH2:61][N:62]([CH3:63])[CH3:64])[CH3:65].[CH3:66][N:67]([CH3:68])[CH:69]=[O:70].[CH3:71][CH2:72][O:73][C:74](=[O:75])[CH3:76].[CH:13]1([CH2:19][CH2:20][CH2:21][CH:22]([C:23]([NH:24][O:25][CH:26]2[O:27][CH2:28][CH2:29][CH2:30][CH2:31]2)=[O:32])[CH:33]([C:34](=[O:35])[NH:36][NH:37][CH2:38][CH:39]([CH3:40])[CH3:41])[CH2:42][CH:43]([CH3:44])[CH3:45])[CH2:14][CH2:15][CH2:16][CH2:17][CH2:18]1.[ClH:54].[n:2]1([C:7](=[O:8])[CH2:9][C:10](=[O:11])[OH:12])[cH:3][n:4][cH:5][cH:6]1>>[n:2]1([C:7](=[O:8])[CH2:9][C:10](=[O:12])[N:37]([NH:36][C:34]([CH:33]([CH:22]([CH2:21][CH2:20][CH2:19][CH:13]2[CH2:14][CH2:15][CH2:16][CH2:17][CH2:18]2)[C:23]([NH:24][O:25][CH:26]2[O:27][CH2:28][CH2:29][CH2:30][CH2:31]2)=[O:32])[CH2:42][CH:43]([CH3:44])[CH3:45])=[O:35])[CH2:38][CH:39]([CH3:40])[CH3:41])[cH:3][n:4][cH:5][cH:6]1. Starting materials: Example A1 ( b ), ClC1=C(C(=O)O)C=C(C=C1)S(=O)(=O)C (2-chloro-5-methanesulfonyl-benzoic acid), C1(CC1)CO (cyclopropyl-methanol). Product: C1(CC1)COC1=C(C(=O)O)C=C(C=C1)S(=O)(=O)C (2-Cyclopropylmethoxy-5-methanesulfonyl-benzoic acid). As a reaction SMILES: Cl[C:2]1[CH:10]=[CH:9][C:8]([S:11]([CH3:14])(=[O:13])=[O:12])=[CH:7][C:3]=1[C:4]([OH:6])=[O:5].[CH:15]1([CH2:18][OH:19])[CH2:17][CH2:16]1>>[CH:15]1([CH2:18][O:19][C:2]2[CH:10]=[CH:9][C:8]([S:11]([CH3:14])(=[O:13])=[O:12])=[CH:7][C:3]=2[C:4]([OH:6])=[O:5])[CH2:17][CH2:16]1. Procedure: Prepared in analogy to Example A1 (b) from 2-chloro-5-methanesulfonyl-benzoic acid (Example A1(a)) and cyclopropyl-methanol. The crude material was purified by flash chromatography to yield the title compound as a white solid. MS (m/e): 269.1 ([M−H]−, 100%).